From a dataset of the Open Reaction Database (ORD), a public repository of structured organic reaction records. describe an organic reaction: reactants, conditions, products, and yield The reactants are C(C)OC=1C=C(C=CC1OC)C(CS(=O)(=O)C)N1C(C2=CC=CC(=C2C1=O)N)=O (2-[1-(3-ethoxy-4-methoxyphenyl)-2-methylsulfonylethyl]-4-aminoisoindoline-1,3-dione), C1(CC1)C(=O)Cl (cyclopropane carbonyl chloride), CO (methanol), O (water). Solvent: CCOCC.CCCCCC (ether hexane), C(C)O (ethanol). Conditions: time 30 minute. The product is C1(CC1)C(=O)NC1=C2C(N(C(C2=CC=C1)=O)C(CS(=O)(=O)C)C1=CC(=C(C=C1)OC)OCC)=O (cyclopropyl-N-{2-[1-(3-ethoxy-4-methoxyphenyl)-2-methylsulfonylethyl]-1,3-dioxoisoindolin-4-yl}carboxamide). Isolated yield 57.4%. Reaction SMILES: [CH2:1]([O:3][C:4]1[CH:5]=[C:6]([CH:12]([N:18]2[C:26](=[O:27])[C:25]3[C:20](=[CH:21][CH:22]=[CH:23][C:24]=3[NH2:28])[C:19]2=[O:29])[CH2:13][S:14]([CH3:17])(=[O:16])=[O:15])[CH:7]=[CH:8][C:9]=1[O:10][CH3:11])[CH3:2].[CH:30]1([C:33](Cl)=[O:34])[CH2:32][CH2:31]1.CO.O>CCOCC.CCCCCC.C(O)C>[CH:30]1([C:33]([NH:28][C:24]2[CH:23]=[CH:22][CH:21]=[C:20]3[C:25]=2[C:26](=[O:27])[N:18]([CH:12]([C:6]2[CH:7]=[CH:8][C:9]([O:10][CH3:11])=[C:4]([O:3][CH2:1][CH3:2])[CH:5]=2)[CH2:13][S:14]([CH3:17])(=[O:16])=[O:15])[C:19]3=[O:29])=[O:34])[CH2:32][CH2:31]1 |f:4.5|. Procedure: A mixture of 2-[1-(3-ethoxy-4-methoxyphenyl)-2-methylsulfonylethyl]-4-aminoisoindoline-1,3-dione (570 mg, 1.4 mmol) and cyclopropane carbonyl chloride (2 mL) was heated to reflux for 15 minutes. To the mixture was added methanol (20 mL) and water (5 mL) at room temperature and kept for 30 minutes. The solvent was removed in vacuo to give an oil. The oil was stirred in ether/hexane (15 mL each) for 1 hour to give a suspension. The suspension was filtered and washed with ether to give a yellow sol... The reactants are C1CCCCC1, CCC(=O)C(F)C(=O)OC, CCOC(C)=O, OCCO. Product: CCC1(C(F)C(=O)OC)OCCO1. RXN SMILES: [CH2:15]1[CH2:16][CH2:17][CH2:18][CH2:19][CH2:20]1.[CH3:1][O:2][C:3]([CH:4]([C:5]([CH2:6][CH3:7])=[O:8])[F:9])=[O:10].[CH3:21][CH2:22][O:23][C:24]([CH3:25])=[O:26].[OH:11][CH2:12][CH2:13][OH:14]>>[CH3:1][O:2][C:3]([CH:4]([C:5]1([CH2:6][CH3:7])[O:8][CH2:13][CH2:12][O:11]1)[F:9])=[O:10]. Reactants: CO, C=C(c1cccc2c1OCCN(C(=O)OC(C)(C)C)C2)C(F)(F)F. Yields the product CC(c1cccc2c1OCCN(C(=O)OC(C)(C)C)C2)C(F)(F)F. RXN SMILES: [CH3:25][OH:26].[F:1][C:2]([C:3](=[CH2:4])[c:5]1[cH:6][cH:7][cH:8][c:9]2[c:15]1[O:14][CH2:13][CH2:12][N:11]([C:16](=[O:17])[O:18][C:19]([CH3:20])([CH3:21])[CH3:22])[CH2:10]2)([F:23])[F:24]>>[F:1][C:2]([CH:3]([CH3:4])[c:5]1[cH:6][cH:7][cH:8][c:9]2[c:15]1[O:14][CH2:13][CH2:12][N:11]([C:16](=[O:17])[O:18][C:19]([CH3:20])([CH3:21])[CH3:22])[CH2:10]2)([F:23])[F:24]. Reactants: COc1cc2c(-c3cc4cccnc4n3S(=O)(=O)c3ccc(C)cc3)cn(C)c2cc1OCc1ccccc1, C[Si](C)(C)I, CC#N. The product is COc1cc2c(-c3cc4cccnc4n3S(=O)(=O)c3ccc(C)cc3)cn(C)c2cc1O. Reaction SMILES: [CH2:1]([c:2]1[cH:3][cH:4][cH:5][cH:6][cH:7]1)[O:8][c:9]1[c:10]([O:38][CH3:39])[cH:11][c:12]2[c:13](-[c:19]3[cH:20][c:21]4[c:22]([n:23][cH:24][cH:25][cH:26]4)[n:27]3[S:28](=[O:29])(=[O:30])[c:31]3[cH:32][cH:33][c:34]([CH3:37])[cH:35][cH:36]3)[cH:14][n:15]([CH3:18])[c:16]2[cH:17]1.[CH3:40][Si:41]([I:42])([CH3:43])[CH3:44].[CH3:45][C:46]#[N:47]>>[OH:8][c:9]1[c:10]([O:38][CH3:39])[cH:11][c:12]2[c:13](-[c:19]3[cH:20][c:21]4[c:22]([n:23][cH:24][cH:25][cH:26]4)[n:27]3[S:28](=[O:29])(=[O:30])[c:31]3[cH:32][cH:33][c:34]([CH3:37])[cH:35][cH:36]3)[cH:14][n:15]([CH3:18])[c:16]2[cH:17]1. Reactants: CON(C(=O)C=1C(=NC(=NC1)SCC)N)C (4-amino-2-ethylsulfanyl-pyrimidine-5-carboxylic acid methoxy-methyl-amide), BrC1=C(C=CC(=C1)C)OC (2-bromo-4-methylanisole). The product is NC1=NC(=NC=C1C(=O)C1=C(C=CC(=C1)C)OC)SCC ((4-amino-2-ethylsulfanyl-pyrimidin-5-yl)-(2-methoxy-5-methyl-phenyl)-methanone). As a reaction SMILES: CON(C)[C:4]([C:6]1[C:7]([NH2:15])=[N:8][C:9]([S:12][CH2:13][CH3:14])=[N:10][CH:11]=1)=[O:5].Br[C:18]1[CH:23]=[C:22]([CH3:24])[CH:21]=[CH:20][C:19]=1[O:25][CH3:26]>>[NH2:15][C:7]1[C:6]([C:4]([C:18]2[CH:23]=[C:22]([CH3:24])[CH:21]=[CH:20][C:19]=2[O:25][CH3:26])=[O:5])=[CH:11][N:10]=[C:9]([S:12][CH2:13][CH3:14])[N:8]=1. Procedure details: The same procedure as described in Example 47 was used, starting from 4-amino-2-ethylsulfanyl-pyrimidine-5-carboxylic acid methoxy-methyl-amide, Example 1, and 2-bromo-4-methylanisole (Aldrich), to give (4-amino-2-ethylsulfanyl-pyrimidin-5-yl)-(2-methoxy-5-methyl-phenyl)-methanone as a white solid. MS (M+H)+, 304. The reactants are S(=O)(=O)([O-])[O-].[Na+].[Na+] (Sodium sulfate), CN1N=C(C2=CC=CC=C12)C1C(C1)C(=O)OCC (ethyl 2-(1-methyl-1H-indazol-3-yl)cyclopropanecarboxylate), [H-].[H-].[H-].[H-].[Li+].[Al+3] (LAH), [OH-].[Na+] (NaOH). Run in C1CCOC1 (THF), O (water), O (water). Reaction conditions: time 8 hour. The product is CN1N=C(C2=CC=CC=C12)C1C(C1)CO ((2-(1-methyl-1H-indazol-3-yl)cyclopropyl)methanol). As a reaction SMILES: [CH3:1][N:2]1[C:10]2[C:5](=[CH:6][CH:7]=[CH:8][CH:9]=2)[C:4]([CH:11]2[CH2:13][CH:12]2[C:14](OCC)=[O:15])=[N:3]1.[H-].[H-].[H-].[H-].[Li+].[Al+3].[OH-].[Na+].S([O-])([O-])(=O)=O.[Na+].[Na+]>C1COCC1.O>[CH3:1][N:2]1[C:10]2[C:5](=[CH:6][CH:7]=[CH:8][CH:9]=2)[C:4]([CH:11]2[CH2:13][CH:12]2[CH2:14][OH:15])=[N:3]1 |f:1.2.3.4.5.6,7.8,9.10.11|. Procedure details: A solution of ethyl 2-(1-methyl-1H-indazol-3-yl)cyclopropanecarboxylate (1.17 g, 5 mmol) in THF (20 mL) was cooled to 0° C. and treated slowly with LAH (270 mg, 7 mmol). The solution was warmed to room temperature and stirred overnight. The reaction mixture was then re-cooled to 0° C. and treated sequentially with 0.3 mL of water, 0.3 mL of 15% NaOH, and 0.9 mL of water. Sodium sulfate was added to the mixture. After stirring at room temperature for 10 min, the mixture was filtered through a pad...